This data is from the Open Reaction Database (ORD), a public repository of structured organic reaction records. The task is: describe an organic reaction: reactants, conditions, products, and yield Reactants: CCOC=C(C(=O)OCC)C(=O)OCC, C[N+](C)(C)Cc1ccccc1, [Cl-], CCOC(=O)C(=CN(c1ccc(F)c(F)c1F)C(C)CO)C(=O)OCC, [K+], CN(C)C=O, [OH-], O. Product: CCOC(=O)C(=CN1c2ccc(F)c(F)c2OCC1C)C(=O)OCC. As a reaction SMILES: [CH2:29]([O:30][CH:31]=[C:32]([C:33]([O:34][CH2:35][CH3:36])=[O:37])[C:38]([O:39][CH2:40][CH3:41])=[O:42])[CH3:43].[CH2:46]([N+:47]([CH3:48])([CH3:49])[CH3:50])[c:51]1[cH:52][cH:53][cH:54][cH:55][cH:56]1.[Cl-:45].[F:3][c:4]1[c:5]([N:6]([CH:7]([CH2:8][OH:9])[CH3:10])[CH:11]=[C:12]([C:13](=[O:14])[O:15][CH2:16][CH3:17])[C:18](=[O:19])[O:20][CH2:21][CH3:22])[cH:23][cH:24][c:25]([F:28])[c:26]1[F:27].[K+:2].[O:57]=[CH:58][N:59]([CH3:60])[CH3:61].[OH-:1].[OH2:44]>>[c:4]12[c:5]([cH:23][cH:24][c:25]([F:28])[c:26]1[F:27])[N:6]([CH:11]=[C:12]([C:13](=[O:14])[O:15][CH2:16][CH3:17])[C:18](=[O:19])[O:20][CH2:21][CH3:22])[CH:7]([CH3:10])[CH2:8][O:9]2. Starting materials: COc1ccccc1C=O, CO, Cl, O=C(O)c1ccc2oc3c(c(=O)c2c1)CCC3. Product: COc1ccccc1C=C1CCc2c1oc1ccc(C(=O)O)cc1c2=O. As a reaction SMILES: [CH3:18][O:19][c:20]1[c:21]([CH:22]=[O:23])[cH:24][cH:25][cH:26][cH:27]1.[CH3:29][OH:30].[ClH:28].[O:1]=[c:2]1[c:3]2[c:4]([o:5][c:6]3[c:7]1[cH:8][c:9]([C:12](=[O:13])[OH:14])[cH:10][cH:11]3)[CH2:15][CH2:16][CH2:17]2>>[O:1]=[c:2]1[c:3]2[c:4]([o:5][c:6]3[c:7]1[cH:8][c:9]([C:12](=[O:13])[OH:14])[cH:10][cH:11]3)[C:15](=[CH:22][c:21]1[c:20]([O:19][CH3:18])[cH:27][cH:26][cH:25][cH:24]1)[CH2:16][CH2:17]2. Reactants: FC1=C(C=CC(=C1)N1C(C=CC=C1)=O)NC(=O)[C@H]1[C@H]([C@@H]1COC1=CC=C(C=C1)OC)C(=O)O ((1S,2R,3R) 2-[2-fluoro-4-(2-oxo-2H-pyridin-1-yl)-phenylcarbamoyl]-3-(4-methoxy-phenoxymethyl)-cyclopropanecarboxylic acid), C(=O)([O-])[O-].[K+].[K+] (K2CO3), IC (iodomethane), [OH-].[Na+] (NaOH). Run in CN(C)C=O (DMF). Conditions: time 3 hour. Product: COC(=O)[C@@H]1[C@@H]([C@H]1COC1=CC=C(C=C1)OC)C(NC1=C(C=C(C=C1)N1C(C=CC=C1)=O)F)=O ((1S,2R,3R) 2-[2-fluoro-4-(2-oxo-2H-pyridin-1-yl)-phenylcarbamoyl]-3-(4-methoxy-phenoxymethyl)-cyclopropanecarboxylicacid methyl ester). The yield is 101.5%. As a reaction SMILES: [F:1][C:2]1[CH:7]=[C:6]([N:8]2[CH:13]=[CH:12][CH:11]=[CH:10][C:9]2=[O:14])[CH:5]=[CH:4][C:3]=1[NH:15][C:16]([C@@H:18]1[C@@H:20]([CH2:21][O:22][C:23]2[CH:28]=[CH:27][C:26]([O:29][CH3:30])=[CH:25][CH:24]=2)[C@@H:19]1[C:31]([OH:33])=[O:32])=[O:17].[C:34]([O-])([O-])=O.[K+].[K+].IC.[OH-].[Na+]>CN(C=O)C>[CH3:34][O:32][C:31]([C@H:19]1[C@H:20]([CH2:21][O:22][C:23]2[CH:28]=[CH:27][C:26]([O:29][CH3:30])=[CH:25][CH:24]=2)[C@H:18]1[C:16](=[O:17])[NH:15][C:3]1[CH:4]=[CH:5][C:6]([N:8]2[CH:13]=[CH:12][CH:11]=[CH:10][C:9]2=[O:14])=[CH:7][C:2]=1[F:1])=[O:33] |f:1.2.3,5.6|. Procedure: A solution of 90 mg (0.19 mmol) of (1S,2R,3R) 2-[2-fluoro-4-(2-oxo-2H-pyridin-1-yl)-phenylcarbamoyl]-3-(4-methoxy-phenoxymethyl)-cyclopropanecarboxylic acid in 3 ml of DMF was treated with 100 mg of K2CO3 and 0.5 ml ml of iodomethane. The mixture was stirred for 3 hrs and poured into a diluted aqueous solution of NaOH. Extraction with AcOEt, drying of the combined organic phases over Na2SO4, filtration and evaprotation of the solvent gave 90 mg (97%) of (1S,2R,3R) 2-[2-fluoro-4-(2-oxo-2H-pyridin... The reactants are [BH4-], CCO, O=[N+]([O-])c1cc(I)cc(I)c1, [Na+], [Na+], [OH-]. Product: Nc1cc(I)cc(I)c1. Reaction SMILES: [BH4-:12].[CH3:16][CH2:17][OH:18].[I:1][c:2]1[cH:3][c:4]([N+:9]([O-:10])=[O:11])[cH:5][c:6]([I:8])[cH:7]1.[Na+:13].[Na+:15].[OH-:14]>>[I:1][c:2]1[cH:3][c:4]([NH2:9])[cH:5][c:6]([I:8])[cH:7]1. The reactants are O=c1[nH]c2cc(Br)ccc2c(=O)o1, CN(C)C=O, [H-], CI, [Na+], O. Yields the product Cn1c(=O)oc(=O)c2ccc(Br)cc21. RXN SMILES: [Br:8][c:9]1[cH:10][cH:11][c:12]2[c:13]([nH:14][c:15](=[O:19])[o:16][c:17]2=[O:18])[cH:20]1.[CH3:3][N:4]([CH3:5])[CH:6]=[O:7].[H-:1].[I:21][CH3:22].[Na+:2].[OH2:23]>>[CH3:3][n:14]1[c:13]2[c:12]([cH:11][cH:10][c:9]([Br:8])[cH:20]2)[c:17](=[O:18])[o:16][c:15]1=[O:19]. Reactants: C1(=CC=CC=C1)P(C1=CC=CC=C1)C1=CC=CC=C1 (Triphenylphosphine), N(=[N+]=[N-])CC1=C(N=C2SC(=NN21)COC)C(F)(F)F (5-(azidomethyl)-2-(methoxymethyl)-6-(trifluoromethyl)imidazo[2,1-b][1,3,4]thiadiazole). The solvent is C1CCOC1.O (THF H2O). Run at time 60 hour. Product: COCC1=NN2C(S1)=NC(=C2CN)C(F)(F)F (1-[2-(methoxymethyl)-6-(trifluoromethyl)imidazo[2,1-b][1,3,4]thiadiazol-5-yl]methanamine). Isolated yield 88.0%. As a reaction SMILES: C1(P(C2C=CC=CC=2)C2C=CC=CC=2)C=CC=CC=1.[N:20]([CH2:23][C:24]1[N:31]2[C:27]([S:28][C:29]([CH2:32][O:33][CH3:34])=[N:30]2)=[N:26][C:25]=1[C:35]([F:38])([F:37])[F:36])=[N+]=[N-]>C1COCC1.O>[CH3:34][O:33][CH2:32][C:29]1[S:28][C:27]2=[N:26][C:25]([C:35]([F:38])([F:36])[F:37])=[C:24]([CH2:23][NH2:20])[N:31]2[N:30]=1 |f:2.3|. Reported procedure: Triphenylphosphine (1.31 g, 4.98 mmol, 1 eq) is added at room temperature to a suspension of 5-(azidomethyl)-2-(methoxymethyl)-6-(trifluoromethyl)imidazo[2,1-b][1,3,4]thiadiazole a18 (1.45 g, 4.98 mmol, 1 eq) in THF/H2O (18 ml/2 ml). The reaction mixture is stirred at room temperature for 60 h. The solvent is evaporated under reduced pressure, water is added to the residue, the solution is acidified to pH 2 with aqueous 5N HCl, then extracted with Et2O (1×50 ml). The aqueous layer is basified (p... Starting materials: Cl.Cl.COC(=O)C=1C(=CC=C(C1)C(=O)OC)C1=CC(=CC=C1)NCCNC[C@H](O)C1=CC(=CC=C1)Cl ((R)-3′-[[2-[[2-(3-chlorophenyl)-2-hydroxyethyl]amino]ethyl]amino]-[1,1′-biphenyl]-2,4-dicarboxylic acid dimethyl ester dihydrochloride), O.[OH-].[Li+] (lithium hydroxide monohydrate). Run in CO.O (methanol water). The product is [OH-].[NH4+] (ammonium hydroxide), COC(=O)C=1C(=CC=C(C1)C(=O)O)C1=CC(=CC=C1)NCCNC[C@H](O)C1=CC(=CC=C1)Cl ((R)-3′-[[2-[[2-(3-Chlorophenyl)-2-hydroxyethyl]amino]ethyl]amino]-[1,1′-biphenyl]-2,4-dicarboxylic acid 2-methyl ester). Yield: 20.4%. Reaction SMILES: Cl.Cl.[CH3:3][O:4][C:5]([C:7]1[C:8]([C:17]2[CH:22]=[CH:21][CH:20]=[C:19]([NH:23][CH2:24][CH2:25][NH:26][CH2:27][C@@H:28]([C:30]3[CH:35]=[CH:34][CH:33]=[C:32]([Cl:36])[CH:31]=3)[OH:29])[CH:18]=2)=[CH:9][CH:10]=[C:11]([C:13]([O:15]C)=[O:14])[CH:12]=1)=[O:6].O.[OH-].[Li+]>CO.O>[OH-:4].[NH4+:23].[CH3:3][O:4][C:5]([C:7]1[C:8]([C:17]2[CH:22]=[CH:21][CH:20]=[C:19]([NH:23][CH2:24][CH2:25][NH:26][CH2:27][C@@H:28]([C:30]3[CH:35]=[CH:34][CH:33]=[C:32]([Cl:36])[CH:31]=3)[OH:29])[CH:18]=2)=[CH:9][CH:10]=[C:11]([C:13]([OH:15])=[O:14])[CH:12]=1)=[O:6] |f:0.1.2,3.4.5,6.7,8.9|. Procedure details: The product was prepared from (R)-3′-[[2-[[2-(3-chlorophenyl)-2-hydroxyethyl]amino]ethyl]amino]-[1,1′-biphenyl]-2,4-dicarboxylic acid dimethyl ester dihydrochloride (406 mg) and lithium hydroxide monohydrate (262 mg) in 3:1 methanol-water (20 mL). Silica gel chromatography eluting with 6:2:0.1 chloroform:methanol:ammonium hydroxide afforded the title compound (35 mg) as a white solid.